The task is: describe an organic reaction: reactants, conditions, products, and yield. This data is from the Open Reaction Database (ORD), a public repository of structured organic reaction records. The reactants are O=C1C(CN2C1CN(CC2)C(=O)OC(C)(C)C)C(=O)OC (2-tert-butyl 7-methyl 8-oxohexahydropyrrolo[1,2-a]pyrazine-2,7(1H)-dicarboxylate), CS(=O)C (dimethyl sulfoxide), [Na+].[Cl-] (NaCl). The solvent is O (water), O (water). Reaction conditions: temperature 130 celsius. Product: O=C1CCN2C1CN(CC2)C(=O)OC(C)(C)C (tert-butyl 8-oxohexahydropyrrolo[1,2-a]pyrazine-2(1H)-carboxylate). Reaction SMILES: [O:1]=[C:2]1[CH:6]2[CH2:7][N:8]([C:11]([O:13][C:14]([CH3:17])([CH3:16])[CH3:15])=[O:12])[CH2:9][CH2:10][N:5]2[CH2:4][CH:3]1C(OC)=O.CS(C)=O.[Na+].[Cl-]>O>[O:1]=[C:2]1[CH:6]2[CH2:7][N:8]([C:11]([O:13][C:14]([CH3:17])([CH3:16])[CH3:15])=[O:12])[CH2:9][CH2:10][N:5]2[CH2:4][CH2:3]1 |f:2.3|. Procedure details: A mixture of 2-tert-butyl 7-methyl 8-oxohexahydropyrrolo[1,2-a]pyrazine-2,7(1H)-dicarboxylate (Example 35B, 131 g, 0.44 mol), dimethyl sulfoxide (530 mL), NaCl (25.6 g, 0.44 mol) and water (32 g, 1.75 mol) was heated to 130° C. and maintained at that temperature for 2 hours. The reaction mixture was cooled, diluted with water (1 L) and extracted with ethyl acetate (1 L×2). The combined organic layers were dried over Na2SO4, filtered and concentrated. The residue was chromatographed over silica g... Reactants: C(C)(C)N1CCN(CC1)C(=O)C1=CC=C(C=C1)CN1CCOCC1 ((4-isopropyl-piperazin-1-yl)-(4-morpholin-4-ylmethyl -phenyl)-methanone), Cl (HCl), CC(C)(C)OC (MTBE). Run in CCO (EtOH). Run at temperature 0 celsius, time 1 hour. The product is O.Cl.Cl.C(C)(C)N1CCN(CC1)C(=O)C1=CC=C(C=C1)CN1CCOCC1 ((4-Isopropyl-piperazin-1-yl)-(4-morpholin-4-ylmethyl-phenyl)-methanone, dihydrochloride monohydrate). RXN SMILES: [CH:1]([N:4]1[CH2:9][CH2:8][N:7]([C:10]([C:12]2[CH:17]=[CH:16][C:15]([CH2:18][N:19]3[CH2:24][CH2:23][O:22][CH2:21][CH2:20]3)=[CH:14][CH:13]=2)=[O:11])[CH2:6][CH2:5]1)([CH3:3])[CH3:2].[ClH:25].CC(OC)(C)C>CCO>[OH2:11].[ClH:25].[ClH:25].[CH:1]([N:4]1[CH2:9][CH2:8][N:7]([C:10]([C:12]2[CH:13]=[CH:14][C:15]([CH2:18][N:19]3[CH2:20][CH2:21][O:22][CH2:23][CH2:24]3)=[CH:16][CH:17]=2)=[O:11])[CH2:6][CH2:5]1)([CH3:3])[CH3:2] |f:4.5.6.7|. Reported procedure: A solution of (4-isopropyl-piperazin-1-yl)-(4-morpholin-4-ylmethyl -phenyl)-methanone (2.0 g, 6.0 mmol) in absolute EtOH (20 mL) was treated with HCl(g) (0.5 g, 13.7 mmol) at room temperature. The resulting suspension was stirred for 1 h, and then MTBE (5 mL) was added. The suspension was cooled to 0° C. and filtered. The filter cake was washed with MTBE (20 mL), and the solid was dried in a vacuum oven at 60° C. for 20 h to yield crude title compound as a white solid. Starting materials: COc1ccc(Cn2nc(I)c3c(Oc4ccc(N)cc4F)ccnc32)cc1, O=C(O)C(F)(F)F. The product is Nc1ccc(Oc2ccnc3[nH]nc(I)c23)c(F)c1. Reaction SMILES: [CH3:1][O:2][c:3]1[cH:4][cH:5][c:6]([CH2:7][n:8]2[n:9][c:10]([I:26])[c:11]3[c:12]2[n:13][cH:14][cH:15][c:16]3[O:17][c:18]2[c:19]([F:25])[cH:20][c:21]([NH2:24])[cH:22][cH:23]2)[cH:27][cH:28]1.[F:29][C:30]([F:31])([F:32])[C:33]([OH:34])=[O:35]>>[nH:8]1[n:9][c:10]([I:26])[c:11]2[c:12]1[n:13][cH:14][cH:15][c:16]2[O:17][c:18]1[c:19]([F:25])[cH:20][c:21]([NH2:24])[cH:22][cH:23]1. Reactants: C(C)(=O)OCC1=CC(=CC=C1)OC1=CC=CC=C1 (3-phenoxybenzyl acetate), [OH-].[Na+] (sodium hydroxide). Run in CO (methanol). Product: O(C1=CC=CC=C1)C=1C=C(CO)C=CC1 (3-phenoxybenzyl alcohol). Isolated yield 95.0%. RXN SMILES: C([O:4][CH2:5][C:6]1[CH:11]=[CH:10][CH:9]=[C:8]([O:12][C:13]2[CH:18]=[CH:17][CH:16]=[CH:15][CH:14]=2)[CH:7]=1)(=O)C.[OH-].[Na+]>CO>[O:12]([C:8]1[CH:7]=[C:6]([CH:11]=[CH:10][CH:9]=1)[CH2:5][OH:4])[C:13]1[CH:14]=[CH:15][CH:16]=[CH:17][CH:18]=1 |f:1.2|. Reported procedure: 2.42 g. (0.01 mole) of 3-phenoxybenzyl acetate, 5 cm3. of methanol and 5 cm3. of 2N sodium hydroxide solution are refluxed for three hours. Then the methanol is distilled off and the organic phase is dissolved in 30 cm3. of methylene chloride, washed with 10 cm3. of 1N hydrochloric acid solution and 10 cm3. of water. 1.90 g. of 3-phenoxybenzyl alcohol are obtained. nD20 : 1.593, yield 95%. The reactants are B (borane), C(=O)(OCC1=CC=CC=C1)N1[C@H](C(=O)O)CC(C1)O (1-(carbobenzyloxy)-4-hydroxy-L-proline), O (water). Run in C1CCOC1 (THF). Conditions: time 16 hour. Product: OC[C@H]1N(C[C@@H](C1)O)C(=O)OCC1=CC=CC=C1 ((2S,4R)-2-Hydroxymethyl- 4-hydroxy-1(carbobenzyloxy)pyrrolidine). Yield: 89.9%. RXN SMILES: B.[C:2]([N:12]1[CH2:19][CH:18]([OH:20])[CH2:17][C@H:13]1[C:14](O)=[O:15])([O:4][CH2:5][C:6]1[CH:11]=[CH:10][CH:9]=[CH:8][CH:7]=1)=[O:3].O>C1COCC1>[OH:15][CH2:14][C@@H:13]1[CH2:17][C@@H:18]([OH:20])[CH2:19][N:12]1[C:2]([O:4][CH2:5][C:6]1[CH:11]=[CH:10][CH:9]=[CH:8][CH:7]=1)=[O:3]. Reported procedure: To 200 ml (0.2 mol) of borane. THF complex was added 27.8 g (0.1 mol) of 1-(carbobenzyloxy)-4-hydroxy-L-proline in 50 ml of THF at 0° C. After 16 hours of stirring at room temperature, 100 ml of water was added carefully followed by 12 ml of 6N aqueous HC1 solution and the mixture was extracted with 3 x 100 ml of methylene chloride. The combined organic extracts were dried over MgSO4 and evaporated to yield 22.6 g of the product (oil, 90% yield). NMR(CDC13) 7.40 (m,5H), 5.10 (m,2H), 4.90 (m,1H),...